Task: describe an organic reaction: reactants, conditions, products, and yield. Dataset: the Open Reaction Database (ORD), a public repository of structured organic reaction records The reactants are COC(=O)C=1C=NC(=CC1)Br (6-bromopyridine-3-carboxylic acid methyl ester), FC1=CC(=C(C=C1)B(O)O)C (4-fluoro-2-methylphenylboronic acid), [F-].[Cs+] (cesium fluoride), C([O-])([O-])=O.[Na+].[Na+] (sodium carbonate), C1(=CC=CC=C1)P(C1=CC=CC=C1)C1=CC=CC=C1 (triphenylphosphine). Reagents/catalysts: CC(=O)[O-].CC(=O)[O-].[Pd+2] (Pd(OAc)2). Solvent: CN(C=O)C (dimethylformamide), O (water). Conditions: temperature 80 celsius, time 17 hour. The product is FC1=CC(=C(C=C1)C1=CC=C(C=N1)C(=O)O)C (6-(4-Fluoro-2-methylphenyl)pyridine-3-carboxylic acid). Isolated yield 73.9%. Reaction SMILES: C[O:2][C:3]([C:5]1[CH:6]=[N:7][C:8](Br)=[CH:9][CH:10]=1)=[O:4].[F:12][C:13]1[CH:18]=[CH:17][C:16](B(O)O)=[C:15]([CH3:22])[CH:14]=1.[F-].[Cs+].C(=O)([O-])[O-].[Na+].[Na+].C1(P(C2C=CC=CC=2)C2C=CC=CC=2)C=CC=CC=1>CN(C)C=O.O.CC([O-])=O.CC([O-])=O.[Pd+2]>[F:12][C:13]1[CH:18]=[CH:17][C:16]([C:8]2[N:7]=[CH:6][C:5]([C:3]([OH:2])=[O:4])=[CH:10][CH:9]=2)=[C:15]([CH3:22])[CH:14]=1 |f:2.3,4.5.6,10.11.12|. Procedure: Combine 6-bromopyridine-3-carboxylic acid methyl ester (387 mg, 1.79 mmol), 4-fluoro-2-methylphenylboronic acid (338 mg, 2.19 mmol), Pd(OAc)2 (40 mg, 0.18 mmol), cesium fluoride (27 mg, 0.18 mmol) and sodium carbonate (570 mg, 5.38 mmol) in dimethylformamide (6 mL) and water (6 mL) with stirring. Purge the reaction mixture with N2, add triphenylphosphine (47 mg, 0.18 mmol), and purge again with N2. Place the sealed reaction in an oil bath maintained at 80° C. and allow to stir for 17 hours. Cool... Reactants: COC([C@H](CC1=CC=C(C=C1)C1=C(C(=NC=C1)C)C)NC(=O)[C@H]1NCC=2C=C3C(=CC2C1)OC[C@H](O3)C3=CC=C(C=C3)OCC3=CC(=C(C=C3)Cl)Cl)=O ((S)-2-({(3R,8S)-3-[4-(3,4-Dichloro-benzyloxy)-phenyl]-2,3,6,7,8,9-hexahydro-[1,4]dioxino[2,3-g]isoquinoline-8-carbonyl}-amino)-3-[4-(2,3-dimethyl-pyridin-4-yl)-phenyl]-propionic acid methyl ester), N(=C=O)[C@H](C)C1=CC=CC=C1 (((R)-1-isocyanato-ethyl)-benzene). Run in C(Cl)Cl (DCM). Conditions: time 2 hour. Yields the product ClC=1C=C(COC2=CC=C(C=C2)[C@H]2OC=3C(=CC=4C[C@H](N(CC4C3)C(N[C@H](C)C3=CC=CC=C3)=O)C(=O)N[C@H](C(=O)O)CC3=CC=C(C=C3)C3=C(C(=NC=C3)C)C)OC2)C=CC1Cl ((S)-2-{[(3R,8S)-3-[4-(3,4-Dichloro-benzyloxy)-phenyl]-7-((R)-1-phenyl-ethylcarbamoyl)-2,3,6,7,8,9-hexahydro-[1,4]dioxino[2,3-g]isoquinoline-8-carbonyl]-amino}-3-[4-(2,3-dimethyl-pyridin-4-yl)-phenyl]-propionic acid). As a reaction SMILES: C[O:2][C:3](=[O:53])[C@@H:4]([NH:20][C:21]([C@@H:23]1[CH2:32][C:31]2[CH:30]=[C:29]3[O:33][CH2:34][C@@H:35]([C:37]4[CH:42]=[CH:41][C:40]([O:43][CH2:44][C:45]5[CH:50]=[CH:49][C:48]([Cl:51])=[C:47]([Cl:52])[CH:46]=5)=[CH:39][CH:38]=4)[O:36][C:28]3=[CH:27][C:26]=2[CH2:25][NH:24]1)=[O:22])[CH2:5][C:6]1[CH:11]=[CH:10][C:9]([C:12]2[CH:17]=[CH:16][N:15]=[C:14]([CH3:18])[C:13]=2[CH3:19])=[CH:8][CH:7]=1.[N:54]([C@@H:57]([C:59]1[CH:64]=[CH:63][CH:62]=[CH:61][CH:60]=1)[CH3:58])=[C:55]=[O:56]>C(Cl)Cl>[Cl:52][C:47]1[CH:46]=[C:45]([CH:50]=[CH:49][C:48]=1[Cl:51])[CH2:44][O:43][C:40]1[CH:39]=[CH:38][C:37]([C@@H:35]2[CH2:34][O:33][C:29]3=[CH:30][C:31]4[CH2:32][C@@H:23]([C:21]([NH:20][C@@H:4]([CH2:5][C:6]5[CH:11]=[CH:10][C:9]([C:12]6[CH:17]=[CH:16][N:15]=[C:14]([CH3:18])[C:13]=6[CH3:19])=[CH:8][CH:7]=5)[C:3]([OH:2])=[O:53])=[O:22])[N:24]([C:55](=[O:56])[NH:54][C@@H:57]([C:59]5[CH:64]=[CH:63][CH:62]=[CH:61][CH:60]=5)[CH3:58])[CH2:25][C:26]=4[CH:27]=[C:28]3[O:36]2)=[CH:42][CH:41]=1. Procedure: (S)-2-({(3R,8S)-3-[4-(3,4-Dichloro-benzyloxy)-phenyl]-2,3,6,7,8,9-hexahydro-[1,4]dioxino[2,3-g]isoquinoline-8-carbonyl}-amino)-3-[4-(2,3-dimethyl-pyridin-4-yl)-phenyl]-propionic acid methyl ester (35 mg) was dissolved in 2 mL DCM and ((R)-1-isocyanato-ethyl)-benzene (5 equiv) added and reaction stirred at room temperature for 2 hours. The reaction mixture was directly purified over silica (hexanes to 1:1 hexanes EtOAc to 1:1 hexanes EtOAc+2% MeOH). The resulting compound was hydrolyzed according... Starting materials: CCOC(=O)c1oc2cc(O)ccc2c(=O)c1C#N, O, O=S(=O)(O)O. Product: CCOC(=O)c1oc2cc(O)ccc2c(=O)c1C(N)=O. As a reaction SMILES: [C:1](#[N:2])[c:3]1[c:4]([C:15](=[O:16])[O:17][CH2:18][CH3:19])[o:5][c:6]2[c:7]([c:8]1=[O:9])[cH:10][cH:11][c:12]([OH:14])[cH:13]2.[OH2:20].[S:21](=[O:22])(=[O:23])([OH:24])[OH:25]>>[C:1]([NH2:2])([c:3]1[c:4]([C:15](=[O:16])[O:17][CH2:18][CH3:19])[o:5][c:6]2[c:7]([c:8]1=[O:9])[cH:10][cH:11][c:12]([OH:14])[cH:13]2)=[O:20].